This data is from the Open Reaction Database (ORD), a public repository of structured organic reaction records. The task is: describe an organic reaction: reactants, conditions, products, and yield Reaction conditions: time 16 hour. Procedure details: cis-2-Aminocyclohexanecarboxylic acid methyl ester (2.20 g, 14.0 mmol) was treated with aqueous ammonium hydroxide (40 mL) in toluene (40 mL) and stirred vigorously at room temperature for 16 h. The reaction was concentrated to dryness in vacuo and azeotroped with toluene (50 mL). The crude product, cis-2-aminocyclohexanecarboxylic acid amide, was used in the next reaction without purification: 1H NMR (400 MHz, DMSO-d6) δ 7.78 (2 H, s br), 7.67 (s, 1 H), 7.25 (s, 1 H), 1.87 (m, 2 H), 1.60 (m, 4 ... Yields the product N[C@@H]1[C@@H](CCCC1)C(=O)N (cis-2-aminocyclohexanecarboxylic acid amide). Reaction SMILES: C[O:2][C:3]([C@@H:5]1[CH2:10][CH2:9][CH2:8][CH2:7][C@@H:6]1[NH2:11])=O.[OH-].[NH4+:13]>C1(C)C=CC=CC=1>[NH2:11][C@H:6]1[CH2:7][CH2:8][CH2:9][CH2:10][C@H:5]1[C:3]([NH2:13])=[O:2] |f:1.2|. The reactants are COC(=O)[C@H]1[C@H](CCCC1)N (cis-2-Aminocyclohexanecarboxylic acid methyl ester), [OH-].[NH4+] (ammonium hydroxide). Solvent: C1(=CC=CC=C1)C (toluene). Reactants: C[Si](OC[C@]12CC[C@@H](C[C@@H]1CC[C@H]1[C@@H]3CC[C@@H]([C@@]3(C)CC[C@H]21)O)O)(C)C (19-trimethylsiloxy-5α-androstane-3β,17β-diol), C[Si](O[C@@H]1[C@]2(C)[C@@H](CC1)[C@@H]1CC[C@H]3C[C@H](CC[C@]3(CO)[C@H]1CC2)O)(C)C (17β-trimethylsiloxy-5α-androstane-3β,19-diol), C1(=CC=CC=C1)[Si](O[C@@H]1C[C@@H]2CC[C@H]3[C@@H]4CCC([C@@]4(C)CC[C@@H]3[C@]2(CC1)CO)O)(C1=CC=CC=C1)C1=CC=CC=C1 (3β-triphenylsiloxy-5α-androstane-17,19-diol). Yields the product C[Si](O[C@@H]1[C@]2(C)[C@@H](CC1)[C@@H]1CC[C@H]3CC(CC[C@]3(C=O)[C@H]1CC2)=O)(C)C (17β-trimethylsiloxy-5α-androstane-3,19-dione), C1(=CC=CC=C1)[Si](O[C@@H]1C[C@@H]2CC[C@H]3[C@@H]4CCC([C@@]4(C)CC[C@@H]3[C@]2(CC1)C=O)=O)(C1=CC=CC=C1)C1=CC=CC=C1 (3β-triphenylsiloxy-5α-androstane-17,19-dione). Reaction SMILES: [CH3:1][Si:2]([CH3:26])([CH3:25])[O:3][C@H:4]1[CH2:9][CH2:8][C@H:7]2[C@H:10]3[C@H:21]([CH2:22][CH2:23][C@:5]12[CH3:6])[C@:18]1([CH2:19][OH:20])[C@H:13]([CH2:14][C@@H:15]([OH:24])[CH2:16][CH2:17]1)[CH2:12][CH2:11]3.[C:27]1([Si:33]([C:62]2[CH:67]=[CH:66][CH:65]=[CH:64][CH:63]=2)([C:56]2[CH:61]=[CH:60][CH:59]=[CH:58][CH:57]=2)[O:34][C@H:35]2[CH2:52][CH2:51][C@@:50]3([CH2:53][OH:54])[C@@H:37]([CH2:38][CH2:39][C@@H:40]4[C@@H:49]3[CH2:48][CH2:47][C@@:45]3([CH3:46])[C@H:41]4[CH2:42][CH2:43][CH:44]3[OH:55])[CH2:36]2)[CH:32]=[CH:31][CH:30]=[CH:29][CH:28]=1.C[Si](C)(C)OC[C@@]12[C@@H]3[C@H]([C@H]4[C@@](CC3)(C)[C@@H](O)CC4)CC[C@H]1C[C@@H](O)CC2>>[CH3:25][Si:2]([CH3:1])([CH3:26])[O:3][C@H:4]1[CH2:9][CH2:8][C@H:7]2[C@H:10]3[C@H:21]([CH2:22][CH2:23][C@:5]12[CH3:6])[C@:18]1([CH:19]=[O:20])[C@H:13]([CH2:14][C:15](=[O:24])[CH2:16][CH2:17]1)[CH2:12][CH2:11]3.[C:56]1([Si:33]([C:62]2[CH:63]=[CH:64][CH:65]=[CH:66][CH:67]=2)([C:27]2[CH:32]=[CH:31][CH:30]=[CH:29][CH:28]=2)[O:34][C@H:35]2[CH2:52][CH2:51][C@@:50]3([CH:53]=[O:54])[C@@H:37]([CH2:38][CH2:39][C@@H:40]4[C@@H:49]3[CH2:48][CH2:47][C@@:45]3([CH3:46])[C@H:41]4[CH2:42][CH2:43][C:44]3=[O:55])[CH2:36]2)[CH:57]=[CH:58][CH:59]=[CH:60][CH:61]=1. Procedure: Substituting 17β-trimethylsiloxy-5α-androstane-3β,19-diol and 3β-triphenylsiloxy-5α-androstane-17,19-diol for the 19-trimethylsiloxy-5α-androstane-3β,17β-diol above results in the preparation of 17β-trimethylsiloxy-5α-androstane-3,19-dione and 3β-triphenylsiloxy-5α-androstane-17,19-dione. Starting materials: [Si](C)(C)(C(C)(C)C)O[C@H]1C[C@@H](CC2=CC=C3[C@@H]4CC[C@H]([C@H](C)O)[C@]4(CC[C@@H]3[C@@]12C)C)O[Si](C)(C)C(C)(C)C (1α,3β-Bis(tert-butyldimethylsilyloxy)-20(S)-hydroxypregna-5,7-diene), [H-].[Na+] (sodium hydride), C1COCCOCCOCCOCCO1 (15-crown-5), BrCC(=O)OC(C)(C)C (tert-butyl bromoacetate). Run in O1CCCC1 (tetrahydrofuran). Yields the product [Si](C)(C)(C(C)(C)C)O[C@H]1C[C@@H](CC2=CC=C3[C@@H]4CC[C@H]([C@H](C)OCC(=O)OC(C)(C)C)[C@]4(CC[C@@H]3[C@@]12C)C)O[Si](C)(C)C(C)(C)C (tert-butyl [{1α,3β-bis(tert-butyldimethylsilyloxy)pregna-5,7-dien-20(S)-yl}oxy]acetate). Isolated yield 16.6%. Reaction SMILES: [Si:1]([O:8][C@@H:9]1[C@@:28]2([CH3:29])[C:13](=[CH:14][CH:15]=[C:16]3[C@@H:27]2[CH2:26][CH2:25][C@@:24]2([CH3:30])[C@H:17]3[CH2:18][CH2:19][C@@H:20]2[C@@H:21]([OH:23])[CH3:22])[CH2:12][C@@H:11]([O:31][Si:32]([C:35]([CH3:38])([CH3:37])[CH3:36])([CH3:34])[CH3:33])[CH2:10]1)([C:4]([CH3:7])([CH3:6])[CH3:5])([CH3:3])[CH3:2].[H-].[Na+].C1OCCOCCOCCOCCOC1.Br[CH2:57][C:58]([O:60][C:61]([CH3:64])([CH3:63])[CH3:62])=[O:59]>O1CCCC1>[Si:1]([O:8][C@@H:9]1[C@@:28]2([CH3:29])[C:13](=[CH:14][CH:15]=[C:16]3[C@@H:27]2[CH2:26][CH2:25][C@@:24]2([CH3:30])[C@H:17]3[CH2:18][CH2:19][C@@H:20]2[C@@H:21]([O:23][CH2:57][C:58]([O:60][C:61]([CH3:64])([CH3:63])[CH3:62])=[O:59])[CH3:22])[CH2:12][C@@H:11]([O:31][Si:32]([C:35]([CH3:37])([CH3:36])[CH3:38])([CH3:33])[CH3:34])[CH2:10]1)([C:4]([CH3:7])([CH3:6])[CH3:5])([CH3:3])[CH3:2] |f:1.2|. Procedure: 1α,3β-Bis(tert-butyldimethylsilyloxy)-20(S)-hydroxypregna-5,7-diene (150 mg, 0.267 mmol) was treated in tetrahydrofuran (2.7 ml) with sodium hydride (60% in oil, 65 mg, 1.625 mmol), 15-crown-5 (16 mg, 0.268 mmol) and tert-butyl bromoacetate (316 mg, 1.62 mmol) in the same manner as shown in Example 17(1) (heated at reflux for 17 hours), followed by work up and separation using preparative thin layer chromatography (0.5 mm×5 plates, hexane:ethyl acetate=5:1, developed once and then 0.5 mm×2 plate... Starting materials: C(#N)C1=CC=C(C(=O)Cl)C=C1 (4-cyanobenzoyl chloride), N1[C@H](C(=O)O)CCC1 (L-proline), S(=O)(=O)([O-])[O-].C[N+](C)(C)C.C[N+](C)(C)C (tetramethylammonium sulphate), S(O)(O)(=O)=O (sulphuric acid). Solvent: ClCCl (dichloromethane), C(O)([O-])=O.[Na+] (sodium hydrogen carbonate). The product is C(#N)C1=CC=C(C(=O)N2[C@H](C(=O)O)CCC2)C=C1 (1-(p-cyanobenzoyl)-L-proline). Isolated yield 50.6%. As a reaction SMILES: [C:1]([C:3]1[CH:11]=[CH:10][C:6]([C:7](Cl)=[O:8])=[CH:5][CH:4]=1)#[N:2].[NH:12]1[CH2:19][CH2:18][CH2:17][C@H:13]1[C:14]([OH:16])=[O:15].S([O-])([O-])(=O)=O.C[N+](C)(C)C.C[N+](C)(C)C.S(=O)(=O)(O)O>ClCCl.C(=O)([O-])O.[Na+]>[C:1]([C:3]1[CH:11]=[CH:10][C:6]([C:7]([N:12]2[CH2:19][CH2:18][CH2:17][C@H:13]2[C:14]([OH:16])=[O:15])=[O:8])=[CH:5][CH:4]=1)#[N:2] |f:2.3.4,7.8|. Procedure details: 4.97 g of 4-cyanobenzoyl chloride, 3.45 g of L-proline and 0.73 g of tetramethylammonium sulphate in 300 ml of dichloromethane and 150 ml of 5% sodium hydrogen carbonate solution are stirred for 48 hours. The aqueous phase is acidified With 3N sulphuric acid and extracted with ethyl acetate. The ethyl acetate phase is washed with saturated sodium chloride solution, dried and evaporated. Chromatography of the residue on silica gel (RP-18) using water gives 3.70 g of 1-(p-cyanobenzoyl)-L-proline. ... Starting materials: CC(=O)OCC1OC(O)C(NC(C)=C2C(=O)CC(C)(C)CC2=O)C(OC(C)=O)C1OC(C)=O, N#CC(Cl)(Cl)Cl, ClCCl, C1CCC2=NCCCN2CC1. The product is CC(=O)OCC1OC(OC(=N)C(Cl)(Cl)Cl)C(NC(C)=C2C(=O)CC(C)(C)CC2=O)C(OC(C)=O)C1OC(C)=O. RXN SMILES: [CH3:1][C:2]1([CH3:33])[CH2:3][C:4](=[O:32])[C:5](=[C:9]([CH3:10])[NH:11][CH:12]2[CH:13]([OH:14])[O:15][CH:16]([CH2:27][O:28][C:29]([CH3:30])=[O:31])[CH:17]([O:23][C:24]([CH3:25])=[O:26])[CH:18]2[O:19][C:20]([CH3:21])=[O:22])[C:6](=[O:8])[CH2:7]1.[Cl:34][C:35]([C:36]#[N:37])([Cl:38])[Cl:39].[Cl:51][CH2:52][Cl:53].[N:40]12[CH2:41][CH2:42][CH2:43][N:44]=[C:45]1[CH2:46][CH2:47][CH2:48][CH2:49][CH2:50]2>>[CH3:1][C:2]1([CH3:33])[CH2:3][C:4](=[O:32])[C:5](=[C:9]([CH3:10])[NH:11][CH:12]2[CH:13]([O:14][C:36]([C:35]([Cl:34])([Cl:38])[Cl:39])=[NH:37])[O:15][CH:16]([CH2:27][O:28][C:29]([CH3:30])=[O:31])[CH:17]([O:23][C:24]([CH3:25])=[O:26])[CH:18]2[O:19][C:20]([CH3:21])=[O:22])[C:6](=[O:8])[CH2:7]1. Reactants: CN1C=CC=2C1=NC=CC2 (1-methyl-1H-pyrrolo[2,3-b]pyridine), C1CCOC1 (THF), C(CCC)[Li] (n-Bu—Li), C(C)(C)OB1OC(C(O1)(C)C)(C)C (2-isopropoxy-4,4,5,5-tetramethyl-[1,3,2]dioxaborolane). Solvent: C(Cl)Cl (CH2Cl2). Conditions: time 1 hour. The product is CN1C(=CC=2C1=NC=CC2)B2OC(C(O2)(C)C)(C)C (1-Methyl-2-(4,4,5,5-tetramethyl-[1,3,2]dioxaborolan-2-yl)-1H-pyrrolo[2,3-b]pyridine). The yield is 11.0%. Reaction SMILES: [CH3:1][N:2]1[C:6]2=[N:7][CH:8]=[CH:9][CH:10]=[C:5]2[CH:4]=[CH:3]1.C1COCC1.C([Li])CCC.C(O[B:25]1[O:29][C:28]([CH3:31])([CH3:30])[C:27]([CH3:33])([CH3:32])[O:26]1)(C)C>C(Cl)Cl>[CH3:1][N:2]1[C:6]2=[N:7][CH:8]=[CH:9][CH:10]=[C:5]2[CH:4]=[C:3]1[B:25]1[O:29][C:28]([CH3:31])([CH3:30])[C:27]([CH3:33])([CH3:32])[O:26]1. Reported procedure: To a −78° C. solution of 1-methyl-1H-pyrrolo[2,3-b]pyridine (example Rupp-28) (1.17 g, 8.85 mmol) and THF (12 mL) is added 1.6M n-Bu—Li (6.6 mL, 10.62 mmol). The solution is heated to a reflux for 1 hour, cooled to ambient temperature, and 2-isopropoxy-4,4,5,5-tetramethyl-[1,3,2]dioxaborolane (3.60 mL, 17.70 mmol) is added. After 1 hour, the solution is diluted with CH2Cl2 (100 mL), washed with water (2×100 mL), brine (75 mL), dried over MgSO4, filtered and concentrated. The residue is purified ... The reactants are OC=1C=CC(=C(C(=O)NCC2=NC=CC=C2)C1)OCC(F)(F)F (5-hydroxy-N-(2-pyridylmethyl)-2-(2,2,2-trifluoroethoxy)benzamide), BrCCCCC(=O)N (5-bromovaleramide). Product: C(N)(=O)CCCCOC=1C=CC(=C(C(=O)NCC2=NC=CC=C2)C1)OCC(F)(F)F (5-(4-carbamoylbutoxy)-N-(2-pyridylmethyl)-2-(2,2,2-trifluoroethoxy)benzamide). Yield: 45.7%. As a reaction SMILES: [OH:1][C:2]1[CH:3]=[CH:4][C:5]([O:18][CH2:19][C:20]([F:23])([F:22])[F:21])=[C:6]([CH:17]=1)[C:7]([NH:9][CH2:10][C:11]1[CH:16]=[CH:15][CH:14]=[CH:13][N:12]=1)=[O:8].Br[CH2:25][CH2:26][CH2:27][CH2:28][C:29]([NH2:31])=[O:30]>>[C:29]([CH2:28][CH2:27][CH2:26][CH2:25][O:1][C:2]1[CH:3]=[CH:4][C:5]([O:18][CH2:19][C:20]([F:23])([F:21])[F:22])=[C:6]([CH:17]=1)[C:7]([NH:9][CH2:10][C:11]1[CH:16]=[CH:15][CH:14]=[CH:13][N:12]=1)=[O:8])(=[O:30])[NH2:31]. Reported procedure: Using the general method of Example I Part A, 6.5 g (0.02 mole) of 5-hydroxy-N-(2-pyridylmethyl)-2-(2,2,2-trifluoroethoxy)benzamide was reacted with 3.3 g (0.018 mole) of 5-bromovaleramide to give 3.5 g of white powdery 5-(4-carbamoylbutoxy)-N-(2-pyridylmethyl)-2-(2,2,2-trifluoroethoxy)benzamide, m.p.138°-139° C. The yield is 77.6%. Starting materials: O=S1(N(CCC1)C1=CC=C(C(=O)O)C=C1)=O (4-(1,1-dioxo-1λ6-isothiazolidin-2-yl)benzoic acid), CC=1C=C(C(=O)OC)C=CC1N1CCNCC1 (methyl 3-methyl-4-(piperazin-1-yl)benzoate). RXN SMILES: [O:1]=[S:2]1(=[O:16])[CH2:6][CH2:5][CH2:4][N:3]1[C:7]1[CH:15]=[CH:14][C:10]([C:11]([OH:13])=O)=[CH:9][CH:8]=1.[CH3:17][C:18]1[CH:19]=[C:20]([CH:25]=[CH:26][C:27]=1[N:28]1[CH2:33][CH2:32][NH:31][CH2:30][CH2:29]1)[C:21]([O:23][CH3:24])=[O:22]>>[O:16]=[S:2]1(=[O:1])[CH2:6][CH2:5][CH2:4][N:3]1[C:7]1[CH:8]=[CH:9][C:10]([C:11]([N:31]2[CH2:30][CH2:29][N:28]([C:27]3[CH:26]=[CH:25][C:20]([C:21]([O:23][CH3:24])=[O:22])=[CH:19][C:18]=3[CH3:17])[CH2:33][CH2:32]2)=[O:13])=[CH:14][CH:15]=1. Yields the product O=S1(N(CCC1)C1=CC=C(C(=O)N2CCN(CC2)C2=C(C=C(C(=O)OC)C=C2)C)C=C1)=O (methyl 4-{4-[4-(1,1-dioxo-1λ6-isothiazolidin-2-yl)benzoyl]piperazin-1-yl}-3-methylbenzoate). Procedure: Using 4-(1,1-dioxo-1λ6-isothiazolidin-2-yl)benzoic acid (1.08 g) described in Preparation Example 16 and methyl 3-methyl-4-(piperazin-1-yl)benzoate (1.05 g) described in Preparation Example 97 and by the reaction and treatment in the same manner as in Example 87, the title compound (1.59 g) was obtained.